The task is: describe an organic reaction: reactants, conditions, products, and yield. This data is from the Open Reaction Database (ORD), a public repository of structured organic reaction records. The reactants are [Br-], CC[Mg+], CN(C)P(=O)(N(C)C)N(C)C, CCOCC, Cc1ccccc1, C1CCOC1, Oc1cccc(Cl)c1. Product: O=Cc1ccc(Cl)cc1O. As a reaction SMILES: [Br-:1].[CH2:2]([Mg+:3])[CH3:4].[CH3:18][N:19]([P:20]([N:21]([CH3:22])[CH3:23])([N:24]([CH3:25])[CH3:26])=[O:27])[CH3:28].[CH3:29][CH2:30][O:31][CH2:32][CH3:33].[CH3:34][c:35]1[cH:36][cH:37][cH:38][cH:39][cH:40]1.[O:5]1[CH2:6][CH2:9][CH2:8][CH2:7]1.[OH:10][c:11]1[cH:12][cH:13][cH:14][c:15]([Cl:16])[cH:17]1>>[O:5]=[CH:6][c:12]1[c:11]([OH:10])[cH:17][c:15]([Cl:16])[cH:14][cH:13]1. Reactants: Cl (hydrochloride), Br.N=C1SC2=C(N1CC#C)C=CC(=C2)OC (2-imino-6-methoxy-3-propargylbenzothiazole hydrobromide), [Na] (sodium), Cl (hydrochloric acid). Solvent: C(C)O (ethanol). Product: Cl.COC1=CC2=C(N3C(S2)=NC(=C3)C)C=C1 (7-methoxy-2-methylimidazo[2,1-b]benzothiazole hydrochloride). Reaction SMILES: Br.[NH:2]=[C:3]1[N:7]([CH2:8][C:9]#[CH:10])[C:6]2[CH:11]=[CH:12][C:13]([O:15][CH3:16])=[CH:14][C:5]=2[S:4]1.[Na].[ClH:18]>C(O)C>[ClH:18].[CH3:16][O:15][C:13]1[CH:12]=[CH:11][C:6]2[N:7]3[CH:8]=[C:9]([CH3:10])[N:2]=[C:3]3[S:4][C:5]=2[CH:14]=1 |f:0.1,5.6,^1:16|. Reported procedure: In 100 ml of n-butanol was dissolved 5.0 g of 2-amino-6-methoxybenzothiazole. With heating at 100° C., 25.0 g of propargyl bromide was dropwise added to the solution over 2 hours. The mixture was heated for a further 2 hours. After completion of the reaction, the solvent was evaporated to dryness. After the residue was crystallized with acetone, the crystals were recrystallized from isopropyl alcohol to give 25.1 g of 2-imino-6-methoxy-3-propargylbenzothiazole hydrobromide. The hydrobromide, 24.... Procedure details: To a solution of cyclopropanecarbaldehyde (1.4 g, 20 mmol) and nitromethane (1.2 g, 20 mmol) in MeOH at 0° C. was added a solution of NaOH (840 mmol, 21 mmol) in water (8 mL). The mixture was stirred at room temperature for 1 h and then HOAc (1.3 mL) was added. Volatile solvent was removed in vacuo. The residue was diluted with water and extracted twice with EtOAc. The combined EtOAc extracted was washed with brine, dried (Na2SO4) and concentrated to give the title compound as a yellow liquid. Run in CO (MeOH), O (water). RXN SMILES: [CH:1]1([CH:4]=[O:5])[CH2:3][CH2:2]1.[N+:6]([CH3:9])([O-:8])=[O:7].[OH-].[Na+].CC(O)=O>CO.O>[CH:1]1([CH:4]([OH:5])[CH2:9][N+:6]([O-:8])=[O:7])[CH2:3][CH2:2]1 |f:2.3|. Conditions: time 1 hour. Starting materials: CC(=O)O (HOAc), C1(CC1)C=O (cyclopropanecarbaldehyde), [N+](=O)([O-])C (nitromethane), [OH-].[Na+] (NaOH). The product is C1(CC1)C(C[N+](=O)[O-])O (1-Cyclopropyl-2-nitroethanol). Run in O1CCOCC1 (1,4-Dioxane). Starting materials: BrC=1C=CC(=C(C1)NC(C1=CC=C(C=C1)C(F)(F)F)=O)O (N-(5-Bromo-2-hydr oxyphenyl)-4-(trifluoromethyl)benzamide), P(=O)(Cl)(Cl)Cl (Phosphorus oxychloride). The product is BrC=1C=CC2=C(N=C(O2)C2=CC=C(C=C2)C(F)(F)F)C1 (5-bromo-2-[4-(trifluoromethyl)phenyl]benzo[d]oxazole). Reaction SMILES: [Br:1][C:2]1[CH:3]=[CH:4][C:5]([OH:21])=[C:6]([NH:8][C:9](=O)[C:10]2[CH:15]=[CH:14][C:13]([C:16]([F:19])([F:18])[F:17])=[CH:12][CH:11]=2)[CH:7]=1.P(Cl)(Cl)(Cl)=O>O1CCOCC1>[Br:1][C:2]1[CH:3]=[CH:4][C:5]2[O:21][C:9]([C:10]3[CH:11]=[CH:12][C:13]([C:16]([F:17])([F:18])[F:19])=[CH:14][CH:15]=3)=[N:8][C:6]=2[CH:7]=1. Yield: 66.5%. Procedure: Intermediate 42 (1 g, 2.77 mmol) was dissolved in 1,4-Dioxane and added Phosphorus oxychloride (0.76 ml, 8.3 mmol). This mixture was refluxed for 2 h. 1,4-Dioxane removed on rotavapour to obtain the residue. Residue was washed with water to obtain solid. Solid was filtered and dried to obtain the titled compound (630 mg) as an off-white solid. 1H-NMR (δ ppm, CDCl3, 400 MHz): 8.35 (d, J 8.2, 2H), 7.93 (d, J 1.5, 1H), 7.79 (d, J 8.3, 2H), 7.52-7.49 (m, 2H). Starting materials: N#Cc1cccc(Br)c1, COc1ccc(C2CNC(=O)C2)c(OCc2ccccc2)c1, CCOC(C)=O, NC1CCCCC1N, [Cu]I, [K+], [K+], [K+], C1COCCO1, CN(C)C=O, O=P([O-])([O-])[O-]. Yields the product COc1ccc(C2CC(=O)N(c3cccc(C#N)c3)C2)c(OCc2ccccc2)c1. Reaction SMILES: [Br:31][c:32]1[cH:33][c:34]([C:35]#[N:36])[cH:37][cH:38][cH:39]1.[CH2:1]([c:2]1[cH:3][cH:4][cH:5][cH:6][cH:7]1)[O:8][c:9]1[c:10]([CH:17]2[CH2:18][C:19](=[O:22])[NH:20][CH2:21]2)[cH:11][cH:12][c:13]([O:15][CH3:16])[cH:14]1.[CH3:48][CH2:49][O:50][C:51]([CH3:52])=[O:53].[CH:40]1([NH2:41])[CH2:42][CH2:43][CH2:44][CH2:45][CH:46]1[NH2:47].[Cu:54][I:55].[K+:28].[K+:29].[K+:30].[O:56]1[CH2:57][CH2:58][O:59][CH2:60][CH2:61]1.[O:62]=[CH:63][N:64]([CH3:65])[CH3:66].[P:23]([O-:24])([O-:25])([O-:26])=[O:27]>>[CH2:1]([c:2]1[cH:3][cH:4][cH:5][cH:6][cH:7]1)[O:8][c:9]1[c:10]([CH:17]2[CH2:18][C:19](=[O:22])[N:20]([c:32]3[cH:33][c:34]([C:35]#[N:36])[cH:37][cH:38][cH:39]3)[CH2:21]2)[cH:11][cH:12][c:13]([O:15][CH3:16])[cH:14]1. The reactants are Brc1ccncc1, COC(=O)C(C)=O, ClCCl, ClCCl, Cl, [Fe+2], [Na+], O=C([O-])O, O, O, O, O, O, O, O, O, O, OO, O=S(=O)([O-])[O-], O=S(=O)(O)O. Product: COC(=O)c1cc(Br)ccn1. RXN SMILES: [Br:2][c:3]1[cH:4][cH:5][n:6][cH:7][cH:8]1.[CH3:14][O:15][C:16](=[O:17])[C:18](=[O:19])[CH3:20].[Cl:23][CH2:24][Cl:25].[Cl:45][CH2:46][Cl:47].[ClH:1].[Fe+2:44].[Na+:30].[O-:26][C:27]([OH:28])=[O:29].[OH2:31].[OH2:32].[OH2:33].[OH2:34].[OH2:35].[OH2:36].[OH2:37].[OH2:38].[OH2:48].[OH:21][OH:22].[S:39]([O-:40])([O-:41])(=[O:42])=[O:43].[S:9](=[O:10])(=[O:11])([OH:12])[OH:13]>>[Br:2][c:3]1[cH:4][c:5]([C:16]([O:15][CH3:14])=[O:17])[n:6][cH:7][cH:8]1. Starting materials: CC(C)=O, CS(=O)(=O)c1ccc(-c2cn(CC(F)(F)F)nc2C2CCC(F)(F)CC2CO)cc1, O. RXN SMILES: [CH3:32][C:33](=[O:34])[CH3:35].[F:1][C:2]1([F:30])[CH2:3][CH2:4][CH:5]([c:10]2[n:11][n:12]([CH2:25][C:26]([F:27])([F:28])[F:29])[cH:13][c:14]2-[c:15]2[cH:16][cH:17][c:18]([S:21](=[O:22])(=[O:23])[CH3:24])[cH:19][cH:20]2)[CH:6]([CH2:8][OH:9])[CH2:7]1.[OH2:31]>>[F:1][C:2]1([F:30])[CH2:3][CH2:4][CH:5]([c:10]2[n:11][n:12]([CH2:25][C:26]([F:27])([F:28])[F:29])[cH:13][c:14]2-[c:15]2[cH:16][cH:17][c:18]([S:21](=[O:22])(=[O:23])[CH3:24])[cH:19][cH:20]2)[CH:6]([C:8](=[O:9])[OH:31])[CH2:7]1. The product is CS(=O)(=O)c1ccc(-c2cn(CC(F)(F)F)nc2C2CCC(F)(F)CC2C(=O)O)cc1.